Task: describe an organic reaction: reactants, conditions, products, and yield. Dataset: the Open Reaction Database (ORD), a public repository of structured organic reaction records Starting materials: C[N-]C=1C=C(C(=O)C2CCN(CC2)C)C=CC1 (4-[3-(methylamidyl)benzoyl]-1-methylpiperidine). Run in Cl (hydrochloric acid). Yields the product NC=1C=C(C(=O)C2CCN(CC2)C)C=CC1 (4-[3-aminobenzoyl]-1-methylpiperidine). The yield is 75.6%. Reaction SMILES: C[N-:2][C:3]1[CH:4]=[C:5]([CH:15]=[CH:16][CH:17]=1)[C:6]([CH:8]1[CH2:13][CH2:12][N:11]([CH3:14])[CH2:10][CH2:9]1)=[O:7]>Cl>[NH2:2][C:3]1[CH:4]=[C:5]([CH:15]=[CH:16][CH:17]=1)[C:6]([CH:8]1[CH2:9][CH2:10][N:11]([CH3:14])[CH2:12][CH2:13]1)=[O:7]. Procedure: A solution of 4-[3-(methylamidyl)benzoyl]-1-methylpiperidine (5.68 g, 21.8 mmol) in 6N hydrochloric acid (140 ml) was heated to reflux for 1.75 hours. The solvent was removed under reduced pressure. The residue was dissolved in water (25 ml) and basified with concentrated ammonium hydroxide. The resulting precipitate and solution were chilled for 1 h, filtered, and dried under vacuum at room temperature for 16 h to give 3.6 g of a tan powder (76%). Reactants: CCO, CC[O-], Cc1ccc(C)n1C(C)c1nccc(I)c1F, [Na+], [Na], O. Product: CCOc1c(I)ccnc1C(C)n1c(C)ccc1C. Reaction SMILES: [CH3:23][CH2:24][OH:25].[CH3:2][CH2:3][O-:4].[F:6][c:7]1[c:8]([CH:14]([CH3:15])[n:16]2[c:17]([CH3:22])[cH:18][cH:19][c:20]2[CH3:21])[n:9][cH:10][cH:11][c:12]1[I:13].[Na+:1].[Na:5].[OH2:26]>>[CH3:2][CH2:3][O:4][c:7]1[c:8]([CH:14]([CH3:15])[n:16]2[c:17]([CH3:22])[cH:18][cH:19][c:20]2[CH3:21])[n:9][cH:10][cH:11][c:12]1[I:13]. Reactants: CCOC(C)=O, CCO, CCC(C)(C)C(=O)C(=O)N1CCCC1C(=O)CCC=Cc1cccnc1, CCO, CCOC(C)=O, CO, O=[Pt]. The product is CCC(C)(C)C(=O)C(=O)N1CCCC1C(=O)CCCCc1cccnc1. RXN SMILES: [C:30]([O:31][CH2:32][CH3:33])(=[O:34])[CH3:35].[CH2:27]([OH:28])[CH3:29].[CH3:1][C:2]([C:3]([C:4](=[O:5])[N:6]1[CH:7]([C:11]([CH2:12][CH2:13][CH:14]=[CH:15][c:16]2[cH:17][n:18][cH:19][cH:20][cH:21]2)=[O:22])[CH2:8][CH2:9][CH2:10]1)=[O:23])([CH2:24][CH3:25])[CH3:26].[CH3:36][CH2:37][OH:38].[CH3:39][CH2:40][O:41][C:42](=[O:43])[CH3:44].[CH3:45][OH:46].[Pt:47]=[O:48]>>[CH3:1][C:2]([C:3]([C:4](=[O:5])[N:6]1[CH:7]([C:11]([CH2:12][CH2:13][CH2:14][CH2:15][c:16]2[cH:17][n:18][cH:19][cH:20][cH:21]2)=[O:22])[CH2:8][CH2:9][CH2:10]1)=[O:23])([CH2:24][CH3:25])[CH3:26]. Reactants: C[Al](C)C, Cc1ccccc1, COC(=O)c1cc2nc(Nc3c(C)cccc3Cl)[nH]c2c2c1OC(C)(C)C2, Nc1ccc(C(F)(F)F)c[n+]1[O-]. The product is Cc1cccc(Cl)c1Nc1nc2cc(C(=O)Nc3ccc(C(F)(F)F)c[n+]3[O-])c3c(c2[nH]1)CC(C)(C)O3. Reaction SMILES: [CH3:40][Al:41]([CH3:42])[CH3:43].[CH3:44][c:45]1[cH:46][cH:47][cH:48][cH:49][cH:50]1.[Cl:1][c:2]1[c:3]([NH:9][c:10]2[nH:11][c:12]3[c:13]([n:14]2)[cH:15][c:16]([C:24](=[O:25])[O:26][CH3:27])[c:17]2[c:18]3[CH2:19][C:20]([CH3:22])([CH3:23])[O:21]2)[c:4]([CH3:8])[cH:5][cH:6][cH:7]1.[NH2:28][c:29]1[n+:30]([O-:39])[cH:31][c:32]([C:35]([F:36])([F:37])[F:38])[cH:33][cH:34]1>>[Cl:1][c:2]1[c:3]([NH:9][c:10]2[nH:11][c:12]3[c:13]([n:14]2)[cH:15][c:16]([C:24](=[O:25])[NH:28][c:29]2[n+:30]([O-:39])[cH:31][c:32]([C:35]([F:36])([F:37])[F:38])[cH:33][cH:34]2)[c:17]2[c:18]3[CH2:19][C:20]([CH3:22])([CH3:23])[O:21]2)[c:4]([CH3:8])[cH:5][cH:6][cH:7]1. Starting materials: [Na] (sodium), Br.BrCCN (2-bromoethylamine hydrobromide), ClC1=CC=C(C=C1)S (4-chlorobenzenethiol). The solvent is C(C)O (ethanol). Conditions: temperature 75 celsius. Yields the product ClC1=CC=C(C=C1)SCCN (2-((4-chlorophenyl)thio)ethanamine). Reaction SMILES: [Na].Br.Br[CH2:4][CH2:5][NH2:6].[Cl:7][C:8]1[CH:13]=[CH:12][C:11]([SH:14])=[CH:10][CH:9]=1>C(O)C>[Cl:7][C:8]1[CH:13]=[CH:12][C:11]([S:14][CH2:4][CH2:5][NH2:6])=[CH:10][CH:9]=1 |f:1.2,^1:0|. Reported procedure: A solution of sodium metal (22.5 mg, 0.98 mmol) in ethanol (2.0 mL) was treated with 2-bromoethylamine hydrobromide (100.0 mg, 0.49 mmol) and 4-chlorobenzenethiol (71.0 mg, 0.49 mmol), heated to 75° C. for 18 hours, and concentrated. The concentrate was partitioned between water (2.0 mL) and diethyl ether (5.0 mL) and the organic phase was dried (MgSO4), filtered, and concentrated to provide the desired product. MS (DCI) m/e 188 (M+H)+. Starting materials: ClCCCBr, Cc1ccc(O)cc1. Yields the product Cc1ccc(OCCCCl)cc1. As a reaction SMILES: [Br:9][CH2:10][CH2:11][CH2:12][Cl:13].[CH3:1][c:2]1[cH:3][cH:4][c:5]([OH:6])[cH:7][cH:8]1>>[CH3:1][c:2]1[cH:3][cH:4][c:5]([O:6][CH2:10][CH2:11][CH2:12][Cl:13])[cH:7][cH:8]1. Yields the product C(#N)C1=C(C=C(C=C1)C1C(O1)C(=O)OCC)OC (ethyl 3-(4-cyano-3-methoxyphenyl)oxirane-2-carboxylate). Starting materials: CC[O-].[Na+] (EtONa), C(=O)C1=CC(=C(C#N)C=C1)OC (4-formyl-2-methoxybenzonitrile), C(C)OC(CCl)=O (chloroacetic acid ethyl ester), O (water). Procedure details: A mixture of 4-formyl-2-methoxybenzonitrile (383 mg, 2.38 mmol) and chloroacetic acid ethyl ester (291 mg, 2.38 mmol) were dissolved in 10 mL of dry benzene. Freshly prepared EtONa (3.09 mmol) in 2.5 mL of ethanol was added, and the mixture were stirred at room temperature for 2 hours. The mixture was added water, then extracted with EtOAc. The organic layers were dried over Na2SO4 and concentrated to afford ethyl 3-(4-cyano-3-methoxyphenyl)oxirane-2-carboxylate. MS m/z: 248 (M+1)+. Conditions: time 2 hour. Run in C(C)O (ethanol), C1=CC=CC=C1 (benzene). Reaction SMILES: [CH:1]([C:3]1[CH:10]=[CH:9][C:6]([C:7]#[N:8])=[C:5]([O:11][CH3:12])[CH:4]=1)=[O:2].[CH2:13]([O:15][C:16](=[O:19])[CH2:17]Cl)[CH3:14].CC[O-].[Na+].O>C1C=CC=CC=1.C(O)C>[C:7]([C:6]1[CH:9]=[CH:10][C:3]([CH:1]2[O:2][CH:17]2[C:16]([O:15][CH2:13][CH3:14])=[O:19])=[CH:4][C:5]=1[O:11][CH3:12])#[N:8] |f:2.3|.